describe an organic reaction: reactants, conditions, products, and yield From a dataset of the Open Reaction Database (ORD), a public repository of structured organic reaction records. The reactants are C1(=CC=CC=C1)C (Toluene), [N+](=O)([O-])C=1C=NC2=CC=CC=C2C1NCCCNC(C1=CC=CC=C1)=O (N1-{3-[(3-nitroquinolin-4-yl)amino]propyl}benzamide), C(C)OC(OCC)OCC (triethylorthoformate). Reagents/catalysts: [Pt] (platinum on carbon). The solvent is C(C)(C)O (isopropyl alcohol). Yields the product N1(C=NC=2C=NC=3C=CC=CC3C21)CCCNC(C2=CC=CC=C2)=O (N1-[3-(1H-imidazo[4,5-c]quinolin-1-yl)propyl]benzamide). As a reaction SMILES: [N+:1]([C:4]1[CH:5]=[N:6][C:7]2[C:12]([C:13]=1[NH:14][CH2:15][CH2:16][CH2:17][NH:18][C:19](=[O:26])[C:20]1[CH:25]=[CH:24][CH:23]=[CH:22][CH:21]=1)=[CH:11][CH:10]=[CH:9][CH:8]=2)([O-])=O.[C:27]1(C)C=CC=CC=1.C(OC(OCC)OCC)C>C(O)(C)C.[Pt]>[N:14]1([CH2:15][CH2:16][CH2:17][NH:18][C:19](=[O:26])[C:20]2[CH:25]=[CH:24][CH:23]=[CH:22][CH:21]=2)[C:13]2[C:12]3[CH:11]=[CH:10][CH:9]=[CH:8][C:7]=3[N:6]=[CH:5][C:4]=2[N:1]=[CH:27]1. Procedure: A suspension of N1-{3-[(3-nitroquinolin-4-yl)amino]propyl}benzamide (1.0 g, 2.8 mmol) in isopropyl alcohol (120 mL) was warmed to dissolve some of the material. A catalytic amount of platinum on carbon was added and the reaction mixture was placed under a hydrogen atmosphere at 50 psi (3.4×104 pascals) on a Parr apparatus. After 3 hours the reaction mixture was filtered to remove catalyst. The filtrate was concentrated under vacuum to provide crude N1-{3-[(3-aminoquinolin-4-yl)amino]propyl}benza... Reactants: Cl.CN(C)CC=1C(=C(C(=O)O)C=CC1)[N+](=O)[O-] (3-dimethylaminomethyl-2-nitrobenzoic acid hydrochloride), S(=O)(Cl)Cl (thionylchloride). Reaction conditions: temperature 80 celsius, time 3 hour. The product is CN(C)CC=1C(=C(C(=O)Cl)C=CC1)[N+](=O)[O-] (3-dimethylamino methyl-2-nitrobenzoyl chloride). Reaction SMILES: Cl.[CH3:2][N:3]([CH2:5][C:6]1[C:7]([N+:15]([O-:17])=[O:16])=[C:8]([CH:12]=[CH:13][CH:14]=1)[C:9](O)=[O:10])[CH3:4].S(Cl)([Cl:20])=O>>[CH3:2][N:3]([CH2:5][C:6]1[C:7]([N+:15]([O-:17])=[O:16])=[C:8]([CH:12]=[CH:13][CH:14]=1)[C:9]([Cl:20])=[O:10])[CH3:4] |f:0.1|. Procedure details: The mixture of 3-dimethylaminomethyl-2-nitrobenzoic acid hydrochloride (0.1 g) and thionylchloride (5 mL) was stirred at 80° C. for 3 hours. The solvent was removed and the residue was dried to obtain 3-dimethylamino methyl-2-nitrobenzoyl chloride. The reactants are ClC1=NC(=NC(=C1)N1N=CN=C1CC1=CC(=C(C=C1)OC)OC)C (4-chloro-6-(5-(3,4-dimethoxybenzyl)-1H-1,2,4-triazol-1-yl)-2-methylpyrimidine), C(#C)C1=NC=C(C=C1)C (2-ethynyl-5-methylpyridine). The reagents and catalysts are Cl[Pd]([P](C1=CC=CC=C1)(C2=CC=CC=C2)C3=CC=CC=C3)([P](C4=CC=CC=C4)(C5=CC=CC=C5)C6=CC=CC=C6)Cl (bis(triphenylphosphine)palladium(II) dichloride), [Cu]I (copper(I) iodide). Run in C(C)#N (acetonitrile), C(C)N(CC)CC (triethylamine). Reaction conditions: temperature 50 celsius. Yields the product COC=1C=C(CC2=NC=NN2C2=NC(=NC(=C2)C#CC2=NC=C(C=C2)C)C)C=CC1OC (4-(5-(3,4-dimethoxybenzyl)-1H-1,2,4-triazol-1-yl)-2-methyl-6-((5-methylpyridin-2-yl)ethynyl)pyrimidine). RXN SMILES: Cl[C:2]1[CH:7]=[C:6]([N:8]2[C:12]([CH2:13][C:14]3[CH:19]=[CH:18][C:17]([O:20][CH3:21])=[C:16]([O:22][CH3:23])[CH:15]=3)=[N:11][CH:10]=[N:9]2)[N:5]=[C:4]([CH3:24])[N:3]=1.[C:25]([C:27]1[CH:32]=[CH:31][C:30]([CH3:33])=[CH:29][N:28]=1)#[CH:26]>C(#N)C.C(N(CC)CC)C.Cl[Pd](Cl)([P](C1C=CC=CC=1)(C1C=CC=CC=1)C1C=CC=CC=1)[P](C1C=CC=CC=1)(C1C=CC=CC=1)C1C=CC=CC=1.[Cu]I>[CH3:23][O:22][C:16]1[CH:15]=[C:14]([CH:19]=[CH:18][C:17]=1[O:20][CH3:21])[CH2:13][C:12]1[N:8]([C:6]2[CH:7]=[C:2]([C:26]#[C:25][C:27]3[CH:32]=[CH:31][C:30]([CH3:33])=[CH:29][N:28]=3)[N:3]=[C:4]([CH3:24])[N:5]=2)[N:9]=[CH:10][N:11]=1 |^1:46,65|. Procedure details: A slurry of 4-chloro-6-(5-(3,4-dimethoxybenzyl)-1H-1,2,4-triazol-1-yl)-2-methylpyrimidine (1-3, 100 mg, 0.289 mmol, 1.0 eq), 2-ethynyl-5-methylpyridine (67.8 mg, 0.578 mmol, 2.0 eq), bis(triphenylphosphine)palladium(II) dichloride (10.15 mg, 0.014 mmol. 0.050 eq.) and copper(I) iodide (2.203 mg, 0.012 mmol 0.040 eq.) in a mixture of acetonitrile (1 ml) and triethylamine (1 mL) was heated at 50° C. for 16 h. The solvents were removed by roto-evaporation and the resulting residue was purified by s... Starting materials: BrC=1C=C(C=CC1)C1=NC(=CC(=N1)C1=CC=C(C=C1)Cl)C(F)(F)F (2-(3-bromo-phenyl)-4-(4-chloro-phenyl)-6-trifluoromethyl-pyrimidine), C(C)(C)(C)NS(=O)(=O)C=1C=C(C=CC1)B(O)O (3-(tert.-butylsulfamoyl)-phenylboronic acid). Product: C(C)(C)(C)NS(=O)(=O)C=1C=C(C=CC1)C1=CC(=CC=C1)C1=NC(=CC(=N1)C1=CC=C(C=C1)Cl)C(F)(F)F (3′-[4-(4-Chloro-phenyl)-6-trifluoromethyl-pyrimidin-2-yl]-biphenyl-3-sulfonic acid tert-butylamide), foam. As a reaction SMILES: Br[C:2]1[CH:3]=[C:4]([C:8]2[N:13]=[C:12]([C:14]3[CH:19]=[CH:18][C:17]([Cl:20])=[CH:16][CH:15]=3)[CH:11]=[C:10]([C:21]([F:24])([F:23])[F:22])[N:9]=2)[CH:5]=[CH:6][CH:7]=1.[C:25]([NH:29][S:30]([C:33]1[CH:34]=[C:35](B(O)O)[CH:36]=[CH:37][CH:38]=1)(=[O:32])=[O:31])([CH3:28])([CH3:27])[CH3:26]>>[C:25]([NH:29][S:30]([C:33]1[CH:38]=[C:37]([C:2]2[CH:7]=[CH:6][CH:5]=[C:4]([C:8]3[N:13]=[C:12]([C:14]4[CH:19]=[CH:18][C:17]([Cl:20])=[CH:16][CH:15]=4)[CH:11]=[C:10]([C:21]([F:22])([F:23])[F:24])[N:9]=3)[CH:3]=2)[CH:36]=[CH:35][CH:34]=1)(=[O:32])=[O:31])([CH3:28])([CH3:26])[CH3:27]. Procedure: 3′-[4-(4-Chloro-phenyl)-6-trifluoromethyl-pyrimidin-2-yl]-biphenyl-3-sulfonic acid tert-butylamide was prepared from 2-(3-bromo-phenyl)-4-(4-chloro-phenyl)-6-trifluoromethyl-pyrimidine (example E.4) (0.41 g, 1.0 mmol) and commercially available 3-(tert.-butylsulfamoyl)-phenylboronic acid (0.31 g, 1.2 mmol) according to the general procedure VI. Obtained as white foam (0.47 g), which was subsequently deprotected.